Dataset: the Open Reaction Database (ORD), a public repository of structured organic reaction records. Task: describe an organic reaction: reactants, conditions, products, and yield Reactants: C1CCOC1, COC(=O)c1ccc(CNc2nccc(NCCc3ccc(OC)c(OC)c3)n2)cc1, [Li+], [OH-], O, O. Product: COc1ccc(CCNc2ccnc(NCc3ccc(C(=O)O)cc3)n2)cc1OC. Reaction SMILES: [CH2:35]1[O:36][CH2:37][CH2:38][CH2:39]1.[CH3:1][O:2][c:3]1[cH:4][c:5]([CH2:11][CH2:12][NH:13][c:14]2[n:15][c:16]([NH:20][CH2:21][c:22]3[cH:23][cH:24][c:25]([C:26](=[O:27])[O:28][CH3:29])[cH:30][cH:31]3)[n:17][cH:18][cH:19]2)[cH:6][cH:7][c:8]1[O:9][CH3:10].[Li+:33].[OH-:32].[OH2:34].[OH2:40]>>[CH3:1][O:2][c:3]1[cH:4][c:5]([CH2:11][CH2:12][NH:13][c:14]2[n:15][c:16]([NH:20][CH2:21][c:22]3[cH:23][cH:24][c:25]([C:26](=[O:27])[OH:28])[cH:30][cH:31]3)[n:17][cH:18][cH:19]2)[cH:6][cH:7][c:8]1[O:9][CH3:10]. Procedure: A stirred mixture, under nitrogen, of 18.9 g of 3-(4-piperidyl)-6-chloro-1,2-benzisoxazole, 16.9 g of 1-(3-chloropropyl)-1,3-dihydro-2H-benzimidazol-2-one, 17.0 g of anhydrous sodium carbonate and 1.33 g of pulverized potassium iodide in 1000 ml of 2-methyl-4-pentanone was heated under reflux for 6 hrs. The solvent was removed and the residue was partitioned between 500 ml of dichloromethane and 250 ml of water. The organic phase was separated, washed three times with brine, dried under anhydrou... Run in CC(C)CC(C)=O (2-methyl-4-pentanone), C(C)O (ethanol), C(C)O (ethanol). Isolated yield 53.0%. As a reaction SMILES: [NH:1]1[CH2:6][CH2:5][CH:4]([C:7]2[C:11]3[CH:12]=[CH:13][C:14]([Cl:16])=[CH:15][C:10]=3[O:9][N:8]=2)[CH2:3][CH2:2]1.Cl[CH2:18][CH2:19][CH2:20][N:21]1[C:25]2[CH:26]=[CH:27][CH:28]=[CH:29][C:24]=2[NH:23][C:22]1=[O:30].C(=O)([O-])[O-].[Na+].[Na+].[I-].[K+].[BrH:39]>CC(CC(=O)C)C.C(O)C>[BrH:39].[Cl:16][C:14]1[CH:13]=[CH:12][C:11]2[C:7]([CH:4]3[CH2:3][CH2:2][N:1]([CH2:18][CH2:19][CH2:20][N:21]4[C:25]5[CH:26]=[CH:27][CH:28]=[CH:29][C:24]=5[NH:23][C:22]4=[O:30])[CH2:6][CH2:5]3)=[N:8][O:9][C:10]=2[CH:15]=1 |f:2.3.4,5.6,10.11|. Run at time 1 hour. Product: Br.ClC1=CC2=C(C(=NO2)C2CCN(CC2)CCCN2C(NC3=C2C=CC=C3)=O)C=C1 (6-Chloro-3-{1-[1,3-dihydro-2-oxo-2H-benzimidazol-1-ylpropyl]-4-piperidyl}-1,2-benzisoxazole hydrobromide). The reactants are N1CCC(CC1)C1=NOC2=C1C=CC(=C2)Cl (3-(4-piperidyl)-6-chloro-1,2-benzisoxazole), ClCCCN1C(NC2=C1C=CC=C2)=O (1-(3-chloropropyl)-1,3-dihydro-2H-benzimidazol-2-one), C([O-])([O-])=O.[Na+].[Na+] (sodium carbonate), [I-].[K+] (potassium iodide), Br (hydrogen bromide).